This data is from the Open Reaction Database (ORD), a public repository of structured organic reaction records. The task is: describe an organic reaction: reactants, conditions, products, and yield The reactants are C(C)OC(=O)C1CN(CCC1C1=CSC=C1)CC1=CC=CC=C1 (1-Benzyl-4-thiophen-3-yl-piperidine-3-carboxylic acid ethyl ester), Cl (HCl), 1000C. The product is C(C1=CC=CC=C1)N1CC(C(CC1)C1=CSC=C1)C(=O)O (1-Benzyl-4-thiophen-3-yl-piperidine-3-carboxylic acid). Reaction SMILES: C([O:3][C:4]([CH:6]1[CH:11]([C:12]2[CH:16]=[CH:15][S:14][CH:13]=2)[CH2:10][CH2:9][N:8]([CH2:17][C:18]2[CH:23]=[CH:22][CH:21]=[CH:20][CH:19]=2)[CH2:7]1)=[O:5])C.Cl>>[CH2:17]([N:8]1[CH2:9][CH2:10][CH:11]([C:12]2[CH:16]=[CH:15][S:14][CH:13]=2)[CH:6]([C:4]([OH:5])=[O:3])[CH2:7]1)[C:18]1[CH:23]=[CH:22][CH:21]=[CH:20][CH:19]=1. Procedure: The product from step c) (4.5 g, 13.7 mmol) was treated with 4 M HCl at 1000C for 16 hours. Next, the reaction was evaporated to dryness, azeotrope with toluene (2×50 ml) and placed on the high vacuum to give the subtitle compound that was used without further purification. MS calculated for C17H19NO2S−H 300, observed 300. Yields the product Cn6c(c4ccc3ccc(N(c1ccccc1)c2ccccc2)cc3c4)nc5ccccc56. Reagents/catalysts: CDC. Conditions: temperature 90 celsius, time 16 hour. Reactants: COc4ccc3ccc(N(c1ccccc1)c2ccccc2)cc3c4 (substrate), Cn2cnc1ccccc12 (effective_coupling_partner). Reactants: CN(C)C1(C#N)CCCC1, Cl, N#C[K], C1CNC1, O=C1CCCC1, O. Yields the product N#CC1(N2CCC2)CCCC1. Reaction SMILES: [CH3:15][N:16]([C:17]1([C:22]#[N:23])[CH2:18][CH2:19][CH2:20][CH2:21]1)[CH3:24].[ClH:1].[K:12][C:13]#[N:14].[NH:2]1[CH2:3][CH2:4][CH2:5]1.[O:6]=[C:7]1[CH2:8][CH2:9][CH2:10][CH2:11]1.[OH2:25]>>[N:2]1([C:17]2([C:22]#[N:23])[CH2:18][CH2:19][CH2:20][CH2:21]2)[CH2:3][CH2:4][CH2:5]1. The reactants are [Mg] (magnesium), [Cl-].[Li+] (lithium chloride), BrC1=C(C=CC=C1)OC (2-bromoanisole), C(C)(=O)OCC=C (allyl acetate), C(O)([O-])=O.[Na+] (sodium hydrogencarbonate). Reagents/catalysts: C/C(=C/C(=O)C)/[O-].C/C(=C/C(=O)C)/[O-].C/C(=C/C(=O)C)/[O-].[Fe+3] (iron(III) acetylacetonate). Run in O1CCCC1 (tetrahydrofuran), O1CCCC1 (tetrahydrofuran). Conditions: temperature 0 celsius, time 5 minute. Product: C(C=C)C1=C(C=CC=C1)OC (2-allylanisole). As a reaction SMILES: [Mg].[Cl-].[Li+].Br[C:5]1[CH:10]=[CH:9][CH:8]=[CH:7][C:6]=1[O:11][CH3:12].C(O[CH2:17][CH:18]=[CH2:19])(=O)C.C(=O)([O-])O.[Na+]>O1CCCC1.C/C(/[O-])=C/C(C)=O.C/C(/[O-])=C/C(C)=O.C/C(/[O-])=C/C(C)=O.[Fe+3]>[CH2:19]([C:5]1[CH:10]=[CH:9][CH:8]=[CH:7][C:6]=1[O:11][CH3:12])[CH:18]=[CH2:17] |f:1.2,5.6,8.9.10.11|. Procedure: Under protective gas, 63 mg of magnesium turnings, 126 mg of anhydrous lithium chloride, 4 ml of dry tetrahydrofuran and 2.4 mmol of 2-bromoanisole were reacted at room temperature to give the Grignard compound. Then the dark-colored solution formed was cooled to 0° C. and a solution of 35.3 mg of iron(III) acetylacetonate (5 mol %) in 2 ml of dry tetrahydrofuran was added and the mixture was stirred for five minutes. Then 2 mmol of allyl acetate were added dropwise and the reaction mixture was ...